describe an organic reaction: reactants, conditions, products, and yield From a dataset of the Open Reaction Database (ORD), a public repository of structured organic reaction records. Starting materials: FC(F)(F)Br, ClCCl, CN(C)P(N(C)C)N(C)C, CCCCCC, COc1cc(C(=O)Cl)ccc1OCCCCl. Yields the product COc1cc(C(=O)C(F)(F)F)ccc1OCCCCl. As a reaction SMILES: [Br:17][C:18]([F:19])([F:20])[F:21].[CH2:38]([Cl:39])[Cl:40].[CH3:22][N:23]([CH3:24])[P:25]([N:26]([CH3:27])[CH3:28])[N:29]([CH3:30])[CH3:31].[CH3:32][CH2:33][CH2:34][CH2:35][CH2:36][CH3:37].[Cl:1][CH2:2][CH2:3][CH2:4][O:5][c:6]1[c:7]([O:15][CH3:16])[cH:8][c:9]([C:10](=[O:11])[Cl:12])[cH:13][cH:14]1>>[Cl:1][CH2:2][CH2:3][CH2:4][O:5][c:6]1[c:7]([O:15][CH3:16])[cH:8][c:9]([C:10](=[O:11])[C:18]([F:19])([F:20])[F:21])[cH:13][cH:14]1. As a reaction SMILES: [OH:1][S:2]([OH:5])(=[O:4])=[O:3].[CH3:6][N:7]([C:10]1[N:15]=[C:14]([NH:16][CH2:17][CH2:18][CH3:19])[N:13]=[C:12]([NH:20][CH2:21][CH2:22][CH3:23])[N:11]=1)[NH:8][CH3:9]>O1CCOCC1>[S:2]([OH:5])([OH:4])(=[O:3])=[O:1].[CH2:17]([NH:16][C:14]1[N:13]=[C:12]([NH:20][CH2:21][CH2:22][CH3:23])[N:11]=[C:10]([N:7]([CH3:6])[NH:8][CH3:9])[N:15]=1)[CH2:18][CH3:19] |f:3.4|. Product: S(=O)(=O)(O)O.C(CC)NC1=NC(=NC(=N1)NCCC)N(NC)C (N-(4,6-Bis-propylamino-[1,3,5]triazin-2-yl)-N,N′-dimethyl-hydrazine hydrogen sulfate). Procedure: 95% H2SO4 (0.26 mL, 4.62 mmol) was added dropwise to the solution of 6-(N,N′-dimethyl-hydrazino)-N,N′-dipropyl-[1,3,5]triazine-2,4-diamine (XLIX) (1.17 g, 4.62 mmol) in 1,4-dioxane (10 mL) at 0° C. The mixture was stirred for 0.5 h at room temperature; volatiles were removed under reduced pressure. The residue was co-evaporated with dry toluene (3×25 mL) to yield N-(4,6-Bis-propylamino-[1,3,5]triazin-2-yl)-N,N′-dimethyl-hydrazine hydrogen sulfate (L) in quantitative yield. 400 MHz 1H NMR (DMSO-d... Run in O1CCOCC1 (1,4-dioxane). Conditions: time 0.5 hour. Reactants: OS(=O)(=O)O (H2SO4), CN(NC)C1=NC(=NC(=N1)NCCC)NCCC (6-(N,N′-dimethyl-hydrazino)-N,N′-dipropyl-[1,3,5]triazine-2,4-diamine).